Task: describe an organic reaction: reactants, conditions, products, and yield. Dataset: the Open Reaction Database (ORD), a public repository of structured organic reaction records Starting materials: SC=1C=C(C(C(=O)OC)=CC1[N+](=O)[O-])OC (methyl 4-mercapto-5-nitro-o-anisate), C([O-])([O-])=O.[K+].[K+] (potassium carbonate), ClC1=NC=CN=C1Cl (2,3-dichloropyrazine), C(C)(=O)OCC (ethyl acetate). The solvent is CN(C=O)C (N,N-dimethylformamide). Yields the product COC1=C(C(=O)OC)C=C(C(=C1)SC=1C(=NC=CN1)Cl)[N+](=O)[O-] (Methyl 2-methoxy-4-(2-chloropyrazin-3-yl)thio-5-nitrobenzoate). Yield: 33.3%. Reaction SMILES: [SH:1][C:2]1[CH:3]=[C:4]([O:15][CH3:16])[C:5](=[CH:10][C:11]=1[N+:12]([O-:14])=[O:13])[C:6]([O:8][CH3:9])=[O:7].C(=O)([O-])[O-].[K+].[K+].[Cl:23][C:24]1[C:29](Cl)=[N:28][CH:27]=[CH:26][N:25]=1.C(OCC)(=O)C>CN(C)C=O>[CH3:16][O:15][C:4]1[CH:3]=[C:2]([S:1][C:29]2[C:24]([Cl:23])=[N:25][CH:26]=[CH:27][N:28]=2)[C:11]([N+:12]([O-:14])=[O:13])=[CH:10][C:5]=1[C:6]([O:8][CH3:9])=[O:7] |f:1.2.3|. Reported procedure: To a solution of 6.45 g of methyl 4-mercapto-5-nitro-o-anisate in N,N-dimethylformamide (100 ml) were added 4.4 g of potassium carbonate and 4.75 g of 2,3-dichloropyrazine. Then the mixture was allowed to react at 80° C. for 2 hours. After adding ethyl acetate, the reaction mixture was washed with a saturated aqueous solution of sodium chloride and the organic layer was dried over anhydrous magnesium sulfate. After distilling off the solvent under reduced pressure, the residue was purified by si... Reactants: CCOCCNC(=O)OC(C)(C)C, CI, [H-], [Na+], C1CCOC1, O. The product is CCOCCN(C)C(=O)OC(C)(C)C. RXN SMILES: [CH2:3]([CH3:4])[O:5][CH2:6][CH2:7][NH:8][C:9]([O:10][C:11]([CH3:12])([CH3:13])[CH3:14])=[O:15].[CH3:16][I:17].[H-:1].[Na+:2].[O:19]1[CH2:20][CH2:21][CH2:22][CH2:23]1.[OH2:18]>>[CH2:3]([CH3:4])[O:5][CH2:6][CH2:7][N:8]([C:9]([O:10][C:11]([CH3:12])([CH3:13])[CH3:14])=[O:15])[CH3:16]. Reactants: oxime, CON=C(CC1=CC=CC=C1)C1=CC=C(C=C1)Cl (1-(4-Chlorophenyl)-2-phenyl-1-ethanone-O-methyl oxime), sodium benzophenone ketyl, B.O1CCCC1 (borane tetrahydrofuran), O (Water). Run in C1CCOC1 (THF). The product is NC(CC1=CC=CC=C1)C1=CC=C(C=C1)Cl (1-Amino-1-(4-chlorophenyl)2-phenylethane), syrup. The yield is 99.0%. RXN SMILES: CO[N:3]=[C:4]([C:12]1[CH:17]=[CH:16][C:15]([Cl:18])=[CH:14][CH:13]=1)[CH2:5][C:6]1[CH:11]=[CH:10][CH:9]=[CH:8][CH:7]=1.B.O1CCCC1.O>C1COCC1>[NH2:3][CH:4]([C:12]1[CH:13]=[CH:14][C:15]([Cl:18])=[CH:16][CH:17]=1)[CH2:5][C:6]1[CH:7]=[CH:8][CH:9]=[CH:10][CH:11]=1 |f:1.2|. Reported procedure: To a solution of the oxime geometric isomer mixture 9 (2.690 g, 10.36 mmol) in dry THF (50 ml, freshly distilled from sodium benzophenone ketyl) under nitrogen at room temperature was added borane-tetrahydrofuran solution (36.0 ml, 36.0 mmol, 1.0 M solution, Aldrich) by syringe. The resulting very pale orange solution was refluxed for 16 hours, and cooled in an ice bath. Water (80 ml) was added carefully to quench, followed by 20% NaOH (80 ml). The resulting colorless bi-phasic mixture was reflu... The reactants are Cl (hydrochloric acid), CC(C(OCC1=C(OCCOC2=CC=C(C=C2)C(C(=O)O)=O)C(=CC=C1)C)=O)(CC)C (4-[[2-[2-[(2,2-dimethyl-1-oxobuyloxy)methyl]-6-methylphenoxy]ethyl]oxy]-alpha-oxobenzeneacetic acid), hydrate, [OH-].[Na+] (sodium hydroxide). Solvent: CO (methanol). Conditions: time 18 hour. Yields the product OCC1=C(OCCOC2=CC=C(C=C2)C(C(=O)O)=O)C(=CC=C1)C (4-[[2-[2-(hydroxymethyl)-6-methylphenoxy]ethyl]oxy]-alpha-oxobenzeneacetic acid). Reaction SMILES: CC(C)(CC)C(=O)[O:4][CH2:5][C:6]1[CH:26]=[CH:25][CH:24]=[C:23]([CH3:27])[C:7]=1[O:8][CH2:9][CH2:10][O:11][C:12]1[CH:17]=[CH:16][C:15]([C:18](=[O:22])[C:19]([OH:21])=[O:20])=[CH:14][CH:13]=1.[OH-].[Na+].Cl>CO>[OH:4][CH2:5][C:6]1[CH:26]=[CH:25][CH:24]=[C:23]([CH3:27])[C:7]=1[O:8][CH2:9][CH2:10][O:11][C:12]1[CH:13]=[CH:14][C:15]([C:18](=[O:22])[C:19]([OH:21])=[O:20])=[CH:16][CH:17]=1 |f:1.2|. Procedure: To a solution of 4-[[2-[2-[(2,2-dimethyl-1-oxobuyloxy)methyl]-6-methylphenoxy]ethyl]oxy]-alpha-oxobenzeneacetic acid [2:1]hydrate (0.032 g) in methanol (10 mL) was added aqueous 1N sodium hydroxide (1.0 mL). After 18 hours at 40° C., the reaction was acidified with 1N hydrochloric acid (2 mL), then concentrated in vacuo to ~2 mL and extracted with dichloromethane. The organic extract was evaporated to provide 0.014 g of 4-[[2-[2-(hydroxymethyl)-6-methylphenoxy]ethyl]oxy]-alpha-oxobenzeneacetic a...